Dataset: the Open Reaction Database (ORD), a public repository of structured organic reaction records. Task: describe an organic reaction: reactants, conditions, products, and yield The reactants are [BH4-], CC(=O)N1NCC(O)C1C(O)CO, CCO, [O-][I+3]([O-])([O-])[O-], [Na+], [Na+], O. Yields the product CC(=O)N1NCC(O)C1CO. Reaction SMILES: [BH4-:20].[C:1]([CH3:2])(=[O:3])[N:4]1[NH:5][CH2:6][CH:7]([OH:13])[CH:8]1[CH:9]([CH2:10][OH:11])[OH:12].[CH3:22][CH2:23][OH:24].[I+3:14]([O-:15])([O-:16])([O-:17])[O-:18].[Na+:19].[Na+:21].[OH2:25]>>[C:1]([CH3:2])(=[O:3])[N:4]1[NH:5][CH2:6][CH:7]([OH:13])[CH:8]1[CH2:9][OH:12]. Reactants: NCCC1=CNC=N1 (histamine), C(C1=CC=CC=C1)=O (benzaldehyde), CO (MeOH), [BH4-].[Na+] (NaBH4). Run in CCO (EtOH). The product is C(C1=CC=CC=C1)NCCC1=CN=CN1 (N-benzyl-2-(1H-imidazol-5-yl)ethanamine). As a reaction SMILES: [NH2:1][CH2:2][CH2:3][C:4]1[N:8]=[CH:7][NH:6][CH:5]=1.[CH:9](=O)[C:10]1[CH:15]=[CH:14][CH:13]=[CH:12][CH:11]=1.CO.[BH4-].[Na+]>CCO>[CH2:9]([NH:1][CH2:2][CH2:3][C:4]1[NH:8][CH:7]=[N:6][CH:5]=1)[C:10]1[CH:15]=[CH:14][CH:13]=[CH:12][CH:11]=1 |f:3.4|. Procedure: Compound XIIIA is prepared by treatment of a mixture of compound XIIA, histamine, and benzaldehyde in a solvent such as MeOH or EtOH, with a reducing agent such as NaBH4 to provide N-benzyl-2-(1H-imidazol-5-yl)ethanamine (compound not shown). To this compound in water at 0° C., is added KOH followed by acetaldehyde. After approximately six hours at 80° C. followed by treatment with acid, compound XIIIA, PG=Bn, is isolated. Trifluoromethyl derivative XIVA is also prepared from compound XIIA. To a... Starting materials: CO (methanol), C(/C=C\O)Cl (polyepichlorohydrin), [OH-].C[N+](CC1=CC=CC=C1)(C)C (trimethylbenzyl ammonium hydroxide). Run in C1=CC=CC=C1 (benzene), C(C=CC1=CC=CC=C1)(=O)O (cinnamic acid), C1=CC=CC=C1 (benzene), CN(C=O)C (dimethylformamide). The product is C(C=CC1=CC=CC=C1)(=O)[O-].C[N+](CC1=CC=CC=C1)(C)C (Trimethylbenzyl ammonium cinnamate). Reaction SMILES: [CH2:1](Cl)/[CH:2]=[CH:3]\[OH:4].C[OH:7].[OH-].[CH3:9][N+:10]([CH3:19])([CH3:18])[CH2:11][C:12]1[CH:17]=[CH:16][CH:15]=[CH:14][CH:13]=1>CN(C)C=O.C(O)(=O)C=CC1C=CC=CC=1.C1C=CC=CC=1>[C:3]([O-:4])(=[O:7])[CH:2]=[CH:1][C:12]1[CH:17]=[CH:16][CH:15]=[CH:14][CH:13]=1.[CH3:9][N+:10]([CH3:19])([CH3:18])[CH2:11][C:12]1[CH:17]=[CH:16][CH:15]=[CH:14][CH:13]=1 |f:2.3,7.8|. Reported procedure: A 6.5 g amount of polyepichlorohydrin was dissolved in 227 ml of dimethylformamide while heated under a nitrogen atmosphere. In addition, 13.6 g of cinnamic acid was dissolved in 177 ml of benzene and then 38.3 g of a 40% methanol solution of trimethylbenzyl ammonium hydroxide was admixed with the solution. Trimethylbenzyl ammonium cinnamate was isolated when the benzene solvent was evaporated in addition to the methanol and the water formed by the neutralization reaction. The product obtained w... Starting materials: FC1=CC=C(C=N1)C1=CC=C(C=C1)C1(CC1)C(=O)N1C[C@]2(CC1)OC(C1=C2C=CC=C1)=O ((1R)-1′-({1-[4-(6-fluoropyridin-3-yl)phenyl]cyclopropyl}carbonyl)-3H-spiro[2-benzofuran-1,3′-pyrrolidin]-3-one), N1CCCC1 (pyrrolidine), CS(=O)C (dimethyl sulfoxide). Run at temperature 100 celsius. Product: N1(CCCC1)C1=CC=C(C=N1)C1=CC=C(C=C1)C1(CC1)C(=O)N1C[C@]2(CC1)OC(C1=C2C=CC=C1)=O ((1R)-1′-({1-[4-(6-Pyrrolidin-1-ylpyridin-3-yl)phenyl]cyclopropyl}carbonyl)-3H-spiro[2-benzofuran-1,3′-pyrrolidin]-3-one). Reaction SMILES: F[C:2]1[N:7]=[CH:6][C:5]([C:8]2[CH:13]=[CH:12][C:11]([C:14]3([C:17]([N:19]4[CH2:23][CH2:22][C@@:21]5([C:27]6[CH:28]=[CH:29][CH:30]=[CH:31][C:26]=6[C:25](=[O:32])[O:24]5)[CH2:20]4)=[O:18])[CH2:16][CH2:15]3)=[CH:10][CH:9]=2)=[CH:4][CH:3]=1.[NH:33]1[CH2:37][CH2:36][CH2:35][CH2:34]1.CS(C)=O>>[N:33]1([C:2]2[N:7]=[CH:6][C:5]([C:8]3[CH:13]=[CH:12][C:11]([C:14]4([C:17]([N:19]5[CH2:23][CH2:22][C@@:21]6([C:27]7[CH:28]=[CH:29][CH:30]=[CH:31][C:26]=7[C:25](=[O:32])[O:24]6)[CH2:20]5)=[O:18])[CH2:16][CH2:15]4)=[CH:10][CH:9]=3)=[CH:4][CH:3]=2)[CH2:37][CH2:36][CH2:35][CH2:34]1. Procedure details: A mixture of (1R)-1′-({1-[4-(6-fluoropyridin-3-yl)phenyl]cyclopropyl}carbonyl)-3H-spiro[2-benzofuran-1,3′-pyrrolidin]-3-one (20.0 mg, 0.0000467 mol, example 250), pyrrolidine (7.8 μL, 0.000093 mol) in dimethyl sulfoxide (0.5 mL, 0.007 mol) was heated at 100° C. in a sealed tube for 5 hours. The product was purified by prep-HPLC. LC-MS: 480.2 (M+H+) Starting materials: C(C1=CC=CC=C1)OCCN1C2=C(NC([C@H](C1)NC(C(C(=O)NCC(C(F)(F)F)(F)F)(C)O)=O)=O)C=CC=C2 (N-[(S)-1-(2-benzyloxy-ethyl)-4-oxo-2,3,4,5-tetrahydro-1H-benzo[b][1,4]diazepin-3-yl]-2-hydroxy-2-methyl-N′-(2,2,3,3,3-pentafluoro-propyl)-malonamide). Reagents/catalysts: [Pd] (palladium on carbon). The solvent is CO (methanol). Run at time 3 day. Product: OC(C(=O)N[C@@H]1C(NC2=C(N(C1)CCO)C=CC=C2)=O)(C(=O)NCC(C(F)(F)F)(F)F)C ((RS)-2-Hydroxy-N-[(S)-1-(2-hydroxy-ethyl)-4-oxo-2,3,4,5-tetrahydro-1H-benzo[b][1,4]diazepin-3-yl]-2-methyl-N′-(2,2,3,3,3-pentafluoro-propyl)-malonamide). As a reaction SMILES: C([O:8][CH2:9][CH2:10][N:11]1[CH2:17][C@H:16]([NH:18][C:19](=[O:34])[C:20]([OH:33])([CH3:32])[C:21]([NH:23][CH2:24][C:25]([F:31])([F:30])[C:26]([F:29])([F:28])[F:27])=[O:22])[C:15](=[O:35])[NH:14][C:13]2[CH:36]=[CH:37][CH:38]=[CH:39][C:12]1=2)C1C=CC=CC=1>CO.[Pd]>[OH:33][C:20]([CH3:32])([C:21]([NH:23][CH2:24][C:25]([F:30])([F:31])[C:26]([F:27])([F:28])[F:29])=[O:22])[C:19]([NH:18][C@H:16]1[CH2:17][N:11]([CH2:10][CH2:9][OH:8])[C:12]2[CH:39]=[CH:38][CH:37]=[CH:36][C:13]=2[NH:14][C:15]1=[O:35])=[O:34]. Procedure details: A solution of 26 mg of N-[(S)-1-(2-benzyloxy-ethyl)-4-oxo-2,3,4,5-tetrahydro-1H-benzo[b][1,4]diazepin-3-yl]-2-hydroxy-2-methyl-N′-(2,2,3,3,3-pentafluoro-propyl)-malonamide in 2.0 ml of methanol was treated with 10 mg of palladium on carbon (10%) and stirred for 3 days under an atmosphere of hydrogen. During this period of time, the catalyst was replaced three times after filtration of the reaction mixture over Dicalit. For the final working-up, the reaction mixture was filtrated over Dicalit and... Reactants: CNC (dimethylamine), C(C=C)(=O)OCCN(C)C (2-(N,N-dimethylamino)ethyl acrylate), CNC (dimethylamine). Conditions: time 10 minute. Yields the product CN(C)CCC(=O)OCCN(C)C (2-(N,N-dimethylamino)ethyl 3-(N',N'-dimethylamino)propionate). RXN SMILES: [CH3:1][NH:2][CH3:3].[C:4]([O:8][CH2:9][CH2:10][N:11]([CH3:13])[CH3:12])(=[O:7])[CH:5]=[CH2:6]>>[CH3:1][N:2]([CH2:6][CH2:5][C:4]([O:8][CH2:9][CH2:10][N:11]([CH3:13])[CH3:12])=[O:7])[CH3:3]. Procedure details: Anhydrous dimethylamine (19.8 grams) was added dropwise to 2-(N,N-dimethylamino)ethyl acrylate (31.5 grams) in a magnetically-stirred, ice-cooled reaction vessel at such a rate that the temperature did not exceed 40° C. The addition of dimethylamine was complete in about 10 minutes. After allowing the reaction mixture to stir overnight at room temperature, it was subjected to reduced pressure (about 20 mm. Hg) to remove unreacted dimethylamine. Gas-liquid chromatographic analysis indicated that ... The reactants are [OH-].[Na+] (Sodium hydroxide), C(C1=CC=CC=C1)OC1CC(C1)C1=CC=2N(N=C1Cl)C(=NN2)C2=C(C=CC=C2)F (7-(3-benzyloxycyclobutyl)-6-chloro-3-(2-fluorophenyl)-1,2,4-triazolo[4,3-b]pyridazine). Solvent: O1CCOCC1 (1,4-dioxane), O (water). Product: C(C1=CC=CC=C1)OC1CC(C1)C1=CC=2N(NC1=O)C(=NN2)C2=C(C=CC=C2)F (7-(3-Benzyloxycyclobutyl)-3-(2-fluorophenyl)-1,2,4-triazolo[4,3-b]pyridazin-6-one). As a reaction SMILES: [OH-:1].[Na+].[CH2:3]([O:10][CH:11]1[CH2:14][CH:13]([C:15]2[C:20](Cl)=[N:19][N:18]3[C:22]([C:25]4[CH:30]=[CH:29][CH:28]=[CH:27][C:26]=4[F:31])=[N:23][N:24]=[C:17]3[CH:16]=2)[CH2:12]1)[C:4]1[CH:9]=[CH:8][CH:7]=[CH:6][CH:5]=1>O1CCOCC1.O>[CH2:3]([O:10][CH:11]1[CH2:14][CH:13]([C:15]2[C:20](=[O:1])[NH:19][N:18]3[C:22]([C:25]4[CH:30]=[CH:29][CH:28]=[CH:27][C:26]=4[F:31])=[N:23][N:24]=[C:17]3[CH:16]=2)[CH2:12]1)[C:4]1[CH:9]=[CH:8][CH:7]=[CH:6][CH:5]=1 |f:0.1|. Procedure details: 4N Sodium hydroxide (3 ml, 12 mmol) was added to a solution of 7-(3-benzyloxycyclobutyl)-6-chloro-3-(2-fluorophenyl)-1,2,4-triazolo[4,3-b]pyridazine (0.98 g, 2.4 mmol) in 1,4-dioxane (30 ml) and water (8 ml), heated to reflux for 18 hours. The solvent was evaporated and the residue dissolved in diethyl ether (50 ml) and water (50 ml) and separated. The aqueous layer was acidified to pH 2 with 2N hydrochloric acid and the resultant solid collected by filtration, washed with water (50 ml), followe...